This data is from the Open Reaction Database (ORD), a public repository of structured organic reaction records. The task is: describe an organic reaction: reactants, conditions, products, and yield The reactants are CCc1cscc1Br, CCOCC, [Li]CCCC, CN(C)C=O. Product: CCc1cscc1C=O. RXN SMILES: [Br:1][c:2]1[cH:3][s:4][cH:5][c:6]1[CH2:7][CH3:8].[CH3:19][CH2:20][O:21][CH2:22][CH3:23].[CH3:9][CH2:10][CH2:11][CH2:12][Li:13].[O:14]=[CH:15][N:16]([CH3:17])[CH3:18]>>[c:2]1([CH:15]=[O:14])[cH:3][s:4][cH:5][c:6]1[CH2:7][CH3:8].